Task: describe an organic reaction: reactants, conditions, products, and yield. Dataset: the Open Reaction Database (ORD), a public repository of structured organic reaction records The reactants are BrC1=CC2=C(N(C(=N2)CN2C(N(C3=C2C=CC=C3)C(C)C)=O)CCC(C)C)C=C1 (1-[5-bromo-1-(3-methyl-butyl)-1H-benzoimidazol-2-ylmethyl]-3-isopropyl-1,3-dihydro-benzoimidazol-2-one), C(CCC)C(=C(CCCC)CCCC)[Sn] (tributylvinyltin). Reagents/catalysts: C=1C=CC(=CC1)[P](C=2C=CC=CC2)(C=3C=CC=CC3)[Pd]([P](C=4C=CC=CC4)(C=5C=CC=CC5)C=6C=CC=CC6)([P](C=7C=CC=CC7)(C=8C=CC=CC8)C=9C=CC=CC9)[P](C=1C=CC=CC1)(C=1C=CC=CC1)C=1C=CC=CC1 (tetrakis(triphenylphosphine)palladium(0)). The solvent is CCOC(=O)C (EtOAc), C1(=CC=CC=C1)C (toluene). Product: C(C)(C)N1C(N(C2=C1C=CC=C2)CC2=NC1=C(N2CCC(C)C)C=CC(=C1)C=C)=O (1-isopropyl-3-[1-(3-methyl-butyl)-5-vinyl-1H-benzoimidazol-2-ylmethyl]-1,3-dihydro-benzoimidazol-2-one). Isolated yield 32.3%. RXN SMILES: Br[C:2]1[CH:29]=[CH:28][C:5]2[N:6]([CH2:23][CH2:24][CH:25]([CH3:27])[CH3:26])[C:7]([CH2:9][N:10]3[C:14]4[CH:15]=[CH:16][CH:17]=[CH:18][C:13]=4[N:12]([CH:19]([CH3:21])[CH3:20])[C:11]3=[O:22])=[N:8][C:4]=2[CH:3]=1.[CH2:30](C([Sn])=C(CCCC)CCCC)[CH2:31]CC>C1(C)C=CC=CC=1.CCOC(C)=O.C1C=CC([P]([Pd]([P](C2C=CC=CC=2)(C2C=CC=CC=2)C2C=CC=CC=2)([P](C2C=CC=CC=2)(C2C=CC=CC=2)C2C=CC=CC=2)[P](C2C=CC=CC=2)(C2C=CC=CC=2)C2C=CC=CC=2)(C2C=CC=CC=2)C2C=CC=CC=2)=CC=1>[CH:19]([N:12]1[C:13]2[CH:18]=[CH:17][CH:16]=[CH:15][C:14]=2[N:10]([CH2:9][C:7]2[N:6]([CH2:23][CH2:24][CH:25]([CH3:27])[CH3:26])[C:5]3[CH:28]=[CH:29][C:2]([CH:30]=[CH2:31])=[CH:3][C:4]=3[N:8]=2)[C:11]1=[O:22])([CH3:21])[CH3:20] |^1:31,61,63,82,101|. Procedure: A mixture of 1-[5-bromo-1-(3-methyl-butyl)-1H-benzoimidazol-2-ylmethyl]-3-isopropyl-1,3-dihydro-benzoimidazol-2-one (90 mg, 0.2 mmol), tributylvinyltin (76 mg, 0.24 mmol) and tetrakis(triphenylphosphine)palladium(0) (23 mg, 0.02 mmol) in toluene (4 mL) was heated to reflux for 4 h. After cooling, the reaction mixture was diluted with EtOAc and washed with sat. NaHCO3 and brine. The organic layer was dried over MgSO4 and evaporated. The residue was purified by flash chromatography (hexanes:EtOAc ...